From a dataset of the Open Reaction Database (ORD), a public repository of structured organic reaction records. describe an organic reaction: reactants, conditions, products, and yield As a reaction SMILES: N#N.[CH3:3][C:4]1([C:9]2[S:10][CH:11]=[C:12]([CH2:14][N:15]3[N:19]=[C:18]([N+:20]([O-])=O)[CH:17]=[N:16]3)[N:13]=2)[O:8][CH2:7][CH2:6][O:5]1.[NH4+].[Cl-]>CCO.O.[Fe]>[CH3:3][C:4]1([C:9]2[S:10][CH:11]=[C:12]([CH2:14][N:15]3[N:19]=[C:18]([NH2:20])[CH:17]=[N:16]3)[N:13]=2)[O:5][CH2:6][CH2:7][O:8]1 |f:2.3|. The reagents and catalysts are [Fe] (iron). Reactants: CC1(OCCO1)C=1SC=C(N1)CN1N=CC(=N1)[N+](=O)[O-] (2-[2-(2-methyl-[1,3]dioxolan-2-yl)-thiazol-4-ylmethyl]-4-nitro-2H-[1,2,3]triazole), [NH4+].[Cl-] (NH4Cl), N#N (N2). The solvent is CCO (EtOH), O (water). Procedure: In a flame dried round-bottomed flask equipped with a magnetic stir bar and under inert atmosphere (N2), a mixture of 2-[2-(2-methyl-[1,3]dioxolan-2-yl)-thiazol-4-ylmethyl]-4-nitro-2H-[1,2,3]triazole (86 mg, 0.29 mmol), iron powder (49 mg, 0.87 mmol) and NH4Cl (78 mg, 1.45 mmol) in a mixture of EtOH (1.0 mL) and water (0.5 mL) was stirred at 75° C. for 60 min. The reaction mixture was filtered while hot and concentrated under reduced pressure. CH2Cl2 (10 mL) was added followed by 1N NaOH (10 mL)... Yields the product CC1(OCCO1)C=1SC=C(N1)CN1N=CC(=N1)N (2-[2-(2-Methyl-[1,3]dioxolan-2-yl)-thiazol-4-ylmethyl]-2H-[1,2,3]triazol-4-ylamine). Reaction conditions: temperature 75 celsius, time 60 minute.